This data is from the Open Reaction Database (ORD), a public repository of structured organic reaction records. The task is: describe an organic reaction: reactants, conditions, products, and yield Starting materials: C(O)([O-])=O.[Na+] (sodium hydrogen carbonate), C(C1=CC=CC=C1)(=O)OCC=1C=[N+](C(=CC1)CONC(=O)C1C(N(C(C2=CC=CC=C12)=O)C1C(CCCC1)NS(=O)(=O)C)C1=C(C=C(C=C1)Cl)Cl)[O-] ((6-{[({[(3RS,4RS)-3-(2,4-dichlorophenyl)-2-{(1SR,2SR)-2-[(methylsulfonyl)amino]cyclohexyl}-1-oxo-1,2,3,4-tetrahydroisoquinolin-4-yl]carbonyl}amino)oxy]methyl}-1-oxidopyridin-3-yl)methyl benzoate), Cl (hydrochloric acid), [OH-].[Na+] (sodium hydroxide). Solvent: C(Cl)(Cl)Cl (chloroform), C(C)O (ethanol). Reaction conditions: temperature 0 celsius, time 2 hour. The product is ClC1=C(C=CC(=C1)Cl)C1N(C(C2=CC=CC=C2C1C(=O)NOCC1=[N+](C=C(C=C1)CO)[O-])=O)C1C(CCCC1)NS(=O)(=O)C ((3RS,4RS)-3-(2,4-dichlorophenyl)-N-{[5-(hydroxymethyl)-1-oxidopyridin-2-yl]methoxy}-2-{(1SR,2SR)-2-[(methylsulfonyl)amino]cyclohexyl}-1-oxo-1,2,3,4-tetrahydroisoquinoline-4-carboxamide). Isolated yield 18.1%. As a reaction SMILES: C([O:9][CH2:10][C:11]1[CH:12]=[N+:13]([O-:52])[C:14]([CH2:17][O:18][NH:19][C:20]([CH:22]2[C:31]3[C:26](=[CH:27][CH:28]=[CH:29][CH:30]=3)[C:25](=[O:32])[N:24]([CH:33]3[CH2:38][CH2:37][CH2:36][CH2:35][CH:34]3[NH:39][S:40]([CH3:43])(=[O:42])=[O:41])[CH:23]2[C:44]2[CH:49]=[CH:48][C:47]([Cl:50])=[CH:46][C:45]=2[Cl:51])=[O:21])=[CH:15][CH:16]=1)(=O)C1C=CC=CC=1.[OH-].[Na+].Cl.C(=O)([O-])O.[Na+]>C(O)C.C(Cl)(Cl)Cl>[Cl:51][C:45]1[CH:46]=[C:47]([Cl:50])[CH:48]=[CH:49][C:44]=1[CH:23]1[CH:22]([C:20]([NH:19][O:18][CH2:17][C:14]2[CH:15]=[CH:16][C:11]([CH2:10][OH:9])=[CH:12][N+:13]=2[O-:52])=[O:21])[C:31]2[C:26](=[CH:27][CH:28]=[CH:29][CH:30]=2)[C:25](=[O:32])[N:24]1[CH:33]1[CH2:38][CH2:37][CH2:36][CH2:35][CH:34]1[NH:39][S:40]([CH3:43])(=[O:41])=[O:42] |f:1.2,4.5|. Procedure details: A solution of 153 mg of (6-{[({[(3RS,4RS)-3-(2,4-dichlorophenyl)-2-{(1SR,2SR)-2-[(methylsulfonyl)amino]cyclohexyl}-1-oxo-1,2,3,4-tetrahydroisoquinolin-4-yl]carbonyl}amino)oxy]methyl}-1-oxidopyridin-3-yl)methyl benzoate in 3 ml of ethanol was cooled to 0° C., and 32 mg of sodium hydroxide was added thereto, followed by stirring at 0° C. for 2 hours. The solution was neutralized with 1 M hydrochloric acid, and a saturated aqueous sodium hydrogen carbonate solution and chloroform were added for liq... Reactants: COC1=C(C(=CC=C1)OCC1=CC=C(C=C1)OC)C(C=C(SC)SC)=O (1-(2-methoxy-6-(4-methoxybenzyloxy)phenyl)-3,3-bis(methylthio)prop-2-en-1-one), C(C)(=O)O (acetic acid), C(CCC)[Li] (n-butyllithium), CCCCCC (hexane), BrC=1N=CC(=NC1)N (5-Bromopyrazin-2-amine), O.NN (Hydrazine hydrate). Solvent: C1CCOC1 (THF), C1CCOC1 (THF). Conditions: temperature -78 celsius, time 15 minute. Product: BrC=1N=CC(=NC1)NC1=NNC(=C1)C1=C(C=CC=C1OCC1=CC=C(C=C1)OC)OC (5-Bromo-N-(5-(2-methoxy-6-(4-methoxybenzyloxy)phenyl)-1H-pyrazol-3-yl)pyrazin-2-amine). The yield is 55.8%. RXN SMILES: [Br:1][C:2]1[N:3]=[CH:4][C:5]([NH2:8])=[N:6][CH:7]=1.C([Li])CCC.CCCCCC.[CH3:20][O:21][C:22]1[CH:27]=[CH:26][CH:25]=[C:24]([O:28][CH2:29][C:30]2[CH:35]=[CH:34][C:33]([O:36][CH3:37])=[CH:32][CH:31]=2)[C:23]=1[C:38](=O)[CH:39]=[C:40](SC)SC.C(O)(=O)C.O.[NH2:51][NH2:52]>C1COCC1>[Br:1][C:2]1[N:3]=[CH:4][C:5]([NH:8][C:40]2[CH:39]=[C:38]([C:23]3[C:24]([O:28][CH2:29][C:30]4[CH:35]=[CH:34][C:33]([O:36][CH3:37])=[CH:32][CH:31]=4)=[CH:25][CH:26]=[CH:27][C:22]=3[O:21][CH3:20])[NH:52][N:51]=2)=[N:6][CH:7]=1 |f:5.6|. Procedure details: 5-Bromopyrazin-2-amine (3.73 g, 21.4 mmol) is dissolved in THF (30 mL) and cooled to −78° C. A solution of n-butyllithium in hexane (10.32 mL, 23.5 mmol) is added slowly. The reaction mixture is stirred at low temperature for 15 min and then warmed slowly to room temperature and stirred an additional one hour. The mixture is recooled to 0° C. and a solution of 1-(2-methoxy-6-(4-methoxybenzyloxy)phenyl)-3,3-bis(methylthio)prop-2-en-1-one (8.39 g, 21.4 mmol) in THF (50 mL) is added via cannula. Th... Starting materials: C=CCONC(CC)=C1C(=O)C=C(CC)OC1=O, CO, CC(C)=O, O. Product: C=CCONC(O)(CC)C1C(=O)C=C(CC)OC1=O. RXN SMILES: [CH2:1]([CH:2]=[CH2:3])[O:4][NH:5][C:6]([CH2:7][CH3:8])=[C:9]1[C:10](=[O:18])[O:11][C:12]([CH2:16][CH3:17])=[CH:13][C:14]1=[O:15].[CH3:19][OH:20].[CH3:21][C:22](=[O:23])[CH3:24].[OH2:25]>>[CH2:1]([CH:2]=[CH2:3])[O:4][NH:5][C:6]([CH2:7][CH3:8])([CH:9]1[C:10](=[O:18])[O:11][C:12]([CH2:16][CH3:17])=[CH:13][C:14]1=[O:15])[OH:20].